Dataset: the Open Reaction Database (ORD), a public repository of structured organic reaction records. Task: describe an organic reaction: reactants, conditions, products, and yield Reactants: C1(=CC=CC=C1)[C@H](C)N(C[C@@H](COC1=CC=CC=C1)O)[C@@H]1CC2=C(CCC1)C=CC(=C2)OCC(=O)OCC ((2S)-1-[N-((S)-1-phenylethyl)-((6S)-3-ethoxycarbonylmethoxy-6,7,8,9-tetrahydro-5H-benzocyclohepten-6-yl)amino]-3-phenoxy-2-propanol), [H][H] (hydrogen). The reagents and catalysts are [Pd] (palladium on activated carbon). Run in C(C)O (ethanol), O1CCCC1 (tetrahydrofuran). The product is C(C)OC(=O)COC1=CC2=C(CCC[C@@H](C2)NC[C@@H](COC2=CC=CC=C2)O)C=C1 ((2S)-1-[((6S)-3-ethoxycarbonylmethoxy-6,7,8,9-tetrahydro-5H-benzocyclohepten-6-yl)amino]-3-phenoxy-2-propanol). Isolated yield 82.8%. RXN SMILES: C1([C@@H]([N:9]([C@H:21]2[CH2:27][CH2:26][CH2:25][C:24]3[CH:28]=[CH:29][C:30]([O:32][CH2:33][C:34]([O:36][CH2:37][CH3:38])=[O:35])=[CH:31][C:23]=3[CH2:22]2)[CH2:10][C@H:11]([OH:20])[CH2:12][O:13][C:14]2[CH:19]=[CH:18][CH:17]=[CH:16][CH:15]=2)C)C=CC=CC=1.[H][H]>[Pd].C(O)C.O1CCCC1>[CH2:37]([O:36][C:34]([CH2:33][O:32][C:30]1[CH:29]=[CH:28][C:24]2[CH2:25][CH2:26][CH2:27][C@H:21]([NH:9][CH2:10][C@H:11]([OH:20])[CH2:12][O:13][C:14]3[CH:19]=[CH:18][CH:17]=[CH:16][CH:15]=3)[CH2:22][C:23]=2[CH:31]=1)=[O:35])[CH3:38]. Procedure details: A mixture of (2S)-1-[N-((S)-1-phenylethyl)-((6S)-3-ethoxycarbonylmethoxy-6,7,8,9-tetrahydro-5H-benzocyclohepten-6-yl)amino]-3-phenoxy-2-propanol (0.65 g) and 10% palladium on activated carbon (50% wet, 0.20 g) in ethanol (6 ml) and tetrahydrofuran (3 ml) was stirred at room temperature in the presence of hydrogen at an atmospheric pressure for 1 hour, and filtered. The filtrate was evaporated in vacuo. The residue was chromatographed (chloroform-methanol) over silica gel to afford (2S)-1-[((6S)-... The reactants are [I-].CSC=1SC[C@H]2[N+]1CC=1C=CC=CC1C2 ((S)-3-Methylthio-1,5,10,10a-tetrahydrothiazolo[3,4-b]isoquinolinium iodide), NC1=CC=NC=C1 (4-aminopyridine). Run in N1=CC=CC=C1 (pyridine). Reaction conditions: time 24 hour. Product: C1SC(N2CC=3C=CC=CC3C[C@H]21)=S ((S)-1,5,10,10a-tetrahydrothiazolo[3,4-b]isoquinoline-3-thione). Yield: 22.6%. RXN SMILES: [I-].C[S:3][C:4]1[S:5][CH2:6][C@@H:7]2[CH2:16][C:15]3[CH:14]=[CH:13][CH:12]=[CH:11][C:10]=3[CH2:9][N+:8]=12.NC1C=CN=CC=1>N1C=CC=CC=1>[CH2:6]1[C@H:7]2[N:8]([CH2:9][C:10]3[CH:11]=[CH:12][CH:13]=[CH:14][C:15]=3[CH2:16]2)[C:4](=[S:3])[S:5]1 |f:0.1|. Procedure details: (S)-3-Methylthio-1,5,10,10a-tetrahydrothiazolo[3,4-b]isoquinolinium iodide (14.5 g.) is added, a little at a time, to a solution of 4-aminopyridine (7.5 g.) in pyridine (300 cc.). The suspension gradually passes into solution. After 24 hours at a temperature of about 20° C., the suspension is concentrated to dryness under reduced pressure (25 mm. Hg). The residue is dissolved in a mixture of methylene chloride (250 cc.) and water (200 cc.). The organic phase is decanted, dried over magnesium sul... The reactants are [BH4-], C=CC1C(=O)N(C(Cc2ccc(OC)cc2)Cc2ccc(OC)cc2)C1OC(C)=O, CCOCC, Cl, [Na+], [Na+], C1CCOC1, [OH-], O. Product: COc1ccc(CC(Cc2ccc(OC)cc2)N2C(=O)C(C(C)O)C2OC(C)=O)cc1. RXN SMILES: [BH4-:31].[CH2:1]([c:2]1[cH:3][cH:4][c:5]([O:8][CH3:9])[cH:6][cH:7]1)[CH:10]([N:11]1[C:12](=[O:21])[CH:13]([CH:19]=[CH2:20])[CH:14]1[O:15][C:16]([CH3:17])=[O:18])[CH2:22][c:23]1[cH:24][cH:25][c:26]([O:29][CH3:30])[cH:27][cH:28]1.[CH3:42][CH2:43][O:44][CH2:45][CH3:46].[ClH:33].[Na+:32].[Na+:41].[O:34]1[CH2:35][CH2:36][CH2:37][CH2:38]1.[OH-:40].[OH2:39]>>[CH2:1]([c:2]1[cH:3][cH:4][c:5]([O:8][CH3:9])[cH:6][cH:7]1)[CH:10]([N:11]1[C:12](=[O:21])[CH:13]([CH:19]([CH3:20])[OH:34])[CH:14]1[O:15][C:16]([CH3:17])=[O:18])[CH2:22][c:23]1[cH:24][cH:25][c:26]([O:29][CH3:30])[cH:27][cH:28]1. The reactants are [OH-].[Na+] (sodium hydroxide), CN[C@@H](CC1=CC=CC=C1)C(=O)O (N-methyl-L-phenylalanine), [H-].[Al+3].[Li+].[H-].[H-].[H-] (lithium aluminium hydride), [H-].[Al+3].[Li+].[H-].[H-].[H-] (lithium aluminium hydride). The solvent is C1CCOC1 (THF). Conditions: temperature -10 celsius. Product: CN[C@H](CO)CC1=CC=CC=C1 ((2S)-2-(methylamino)-3-phenylpropan-1-ol). Yield: 95.6%. RXN SMILES: [CH3:1][NH:2][C@H:3]([C:11](O)=[O:12])[CH2:4][C:5]1[CH:10]=[CH:9][CH:8]=[CH:7][CH:6]=1.[H-].[Al+3].[Li+].[H-].[H-].[H-].[OH-].[Na+]>C1COCC1>[CH3:1][NH:2][C@@H:3]([CH2:4][C:5]1[CH:10]=[CH:9][CH:8]=[CH:7][CH:6]=1)[CH2:11][OH:12] |f:1.2.3.4.5.6,7.8|. Procedure details: To a suspension of N-methyl-L-phenylalanine (20 g, 112 mmol) in THF (1200 mL) cooled to −10° C. was added in small portions lithium aluminium hydride (6.35 g, 167 mmol). After ceasing of the initial exothermic reaction, the cooling bath was removed and the reaction mixture was heated at reflux overnight. Subsequently, another portion of lithium aluminium hydride (4.24 g, 112 mmol) was added after cooling to −10° C., followed by refluxing for an additional 3 h. The reaction mixture was cooled to ... Reactants: C(C)(=O)O[BH-](OC(C)=O)OC(C)=O.[Na+] (sodiumtriacetoxyborohydride), C(=O)(C(F)(F)F)O (TFA), N1CCC(CC1)OC=1C=CC=C2C=NC(=NC12)NC1=CC=C(C=C1)S(=O)(=O)N (4-(8-(piperidin-4-yloxy)quinazolin-2-ylamino)benzenesulfonamide), C(C(C)C)=O (isobutyraldehyde). The reagents and catalysts are C(C)(=O)O (acetic acid). Run in C(Cl)Cl (DCM). Reaction conditions: time 10 minute. The product is C(C(C)C)N1CCC(CC1)OC=1C=CC=C2C=NC(=NC12)NC1=CC=C(C=C1)S(=O)(=O)N (4-(8-(1-isobutylpiperidine-4-yloxy)quinazolin-2-ylamino)benzenesulfonamide). The yield is 80.0%. As a reaction SMILES: C(O)(C(F)(F)F)=O.[NH:8]1[CH2:13][CH2:12][CH:11]([O:14][C:15]2[CH:16]=[CH:17][CH:18]=[C:19]3[C:24]=2[N:23]=[C:22]([NH:25][C:26]2[CH:31]=[CH:30][C:29]([S:32]([NH2:35])(=[O:34])=[O:33])=[CH:28][CH:27]=2)[N:21]=[CH:20]3)[CH2:10][CH2:9]1.[CH:36](=O)[CH:37]([CH3:39])[CH3:38].C(O[BH-](OC(=O)C)OC(=O)C)(=O)C.[Na+]>C(Cl)Cl.C(O)(=O)C>[CH2:36]([N:8]1[CH2:9][CH2:10][CH:11]([O:14][C:15]2[CH:16]=[CH:17][CH:18]=[C:19]3[C:24]=2[N:23]=[C:22]([NH:25][C:26]2[CH:31]=[CH:30][C:29]([S:32]([NH2:35])(=[O:33])=[O:34])=[CH:28][CH:27]=2)[N:21]=[CH:20]3)[CH2:12][CH2:13]1)[CH:37]([CH3:39])[CH3:38] |f:3.4|. Reported procedure: To a solution of the TFA salt of 4-(8-(piperidin-4-yloxy)quinazolin-2-ylamino)benzenesulfonamide in DCM was added isobutyraldehyde (2 eq) and a few drops of acetic acid. The mixture was stirred for 10 mins and to it was added sodiumtriacetoxyborohydride (1.5 eq) and the mixture was stirred for 1 h. The reductive amination went to completion, by LC/MS. The crude mixture was concentrated and purified on prep HPLC to give the product 4-(8-(1-isobutylpiperidine-4-yloxy)quinazolin-2-ylamino)benzenesu... Yields the product COc1ccc(N)cc1N1CCN(CC2CC2)CC1. Reactants: [Al+3], C1CCOC1, [H-], [H-], [H-], [H-], [Li+], COc1ccc(N)cc1N1CCN(C(=O)C2CC2)CC1. Reaction SMILES: [Al+3:22].[CH2:27]1[O:28][CH2:29][CH2:30][CH2:31]1.[H-:21].[H-:24].[H-:25].[H-:26].[Li+:23].[NH2:1][c:2]1[cH:3][cH:4][c:5]([O:19][CH3:20])[c:6]([N:8]2[CH2:9][CH2:10][N:11]([C:14](=[O:15])[CH:16]3[CH2:17][CH2:18]3)[CH2:12][CH2:13]2)[cH:7]1>>[NH2:1][c:2]1[cH:3][cH:4][c:5]([O:19][CH3:20])[c:6]([N:8]2[CH2:9][CH2:10][N:11]([CH2:14][CH:16]3[CH2:17][CH2:18]3)[CH2:12][CH2:13]2)[cH:7]1. Starting materials: Cl.Cl.C([C@@H](C(=O)O)N)SSC[C@@H](C(=O)O)N (L-cystine dihydrochloride), [OH-].[Na+] (sodium hydroxide). Run in O (water). The product is C([C@@H](C(=O)O)N)SSC[C@@H](C(=O)O)N (L-cystine). Reaction SMILES: Cl.Cl.[CH2:3]([S:9][S:10][CH2:11][C@H:12]([NH2:16])[C:13]([OH:15])=[O:14])[C@H:4]([NH2:8])[C:5]([OH:7])=[O:6].[OH-].[Na+]>O>[CH2:3]([S:9][S:10][CH2:11][C@H:12]([NH2:16])[C:13]([OH:15])=[O:14])[C@H:4]([NH2:8])[C:5]([OH:7])=[O:6] |f:0.1.2,3.4|. Procedure: 100 grams of L-cystine dihydrochloride were dissolved in 500 ml of water. The solution was adjusted to pH 3 by the addition of a concentrated aqueous solution of sodium hydroxide. As a result of this, the L-cystine separated out. The yield was 74 grams, corresponding to 94% based on the L-cystine dihydrochloride added. The L-cystine in a 5 percent solution in 1 N aqueous hydrochloric acid had a specific rotation of -217°. According to thin layer chromatography and column chromatography examinati... Starting materials: COC(=O)C=Cc1ccccc1S(=O)(=O)Nc1ccccc1, CO, [Na+], [OH-]. Product: O=C(O)C=Cc1ccccc1S(=O)(=O)Nc1ccccc1. As a reaction SMILES: [CH3:1][O:2][C:3]([CH:4]=[CH:5][c:6]1[c:7]([S:12]([NH:13][c:14]2[cH:15][cH:16][cH:17][cH:18][cH:19]2)(=[O:20])=[O:21])[cH:8][cH:9][cH:10][cH:11]1)=[O:22].[CH3:25][OH:26].[Na+:24].[OH-:23]>>[O:2]=[C:3]([CH:4]=[CH:5][c:6]1[c:7]([S:12]([NH:13][c:14]2[cH:15][cH:16][cH:17][cH:18][cH:19]2)(=[O:20])=[O:21])[cH:8][cH:9][cH:10][cH:11]1)[OH:22]. The reactants are CCCCCCCCCCCCCCOc1ccc(CC(=O)Nc2ccc(CBr)cc2)cc1, Cc1cncs1, Cc1ccccc1. The product is [Br-], CCCCCCCCCCCCCCOc1ccc(CC(=O)Nc2ccc(C[n+]3csc(C)c3)cc2)cc1. As a reaction SMILES: [Br:1][CH2:2][c:3]1[cH:4][cH:5][c:6]([NH:9][C:10]([CH2:11][c:12]2[cH:13][cH:14][c:15]([O:18][CH2:19][CH2:20][CH2:21][CH2:22][CH2:23][CH2:24][CH2:25][CH2:26][CH2:27][CH2:28][CH2:29][CH2:30][CH2:31][CH3:32])[cH:16][cH:17]2)=[O:33])[cH:7][cH:8]1.[CH3:34][c:35]1[cH:36][n:37][cH:38][s:39]1.[CH3:40][c:41]1[cH:42][cH:43][cH:44][cH:45][cH:46]1>>[Br-:1].[CH2:2]([c:3]1[cH:4][cH:5][c:6]([NH:9][C:10]([CH2:11][c:12]2[cH:13][cH:14][c:15]([O:18][CH2:19][CH2:20][CH2:21][CH2:22][CH2:23][CH2:24][CH2:25][CH2:26][CH2:27][CH2:28][CH2:29][CH2:30][CH2:31][CH3:32])[cH:16][cH:17]2)=[O:33])[cH:7][cH:8]1)[n+:37]1[cH:36][c:35]([CH3:34])[s:39][cH:38]1.